This data is from the Open Reaction Database (ORD), a public repository of structured organic reaction records. The task is: describe an organic reaction: reactants, conditions, products, and yield The reactants are CC(C)c1cccc(C(C)C)c1NC(=O)CNC(c1ccccc1)c1ccccc1, CCOC(C)=O, O=C=Nc1ccccc1. The product is CC(C)c1cccc(C(C)C)c1NC(=O)CN(C(=O)Nc1ccccc1)C(c1ccccc1)c1ccccc1. Reaction SMILES: [CH3:10][CH:11]([CH3:12])[c:13]1[c:14]([NH:22][C:23]([CH2:24][NH:25][CH:26]([c:27]2[cH:28][cH:29][cH:30][cH:31][cH:32]2)[c:33]2[cH:34][cH:35][cH:36][cH:37][cH:38]2)=[O:39])[c:15]([CH:19]([CH3:20])[CH3:21])[cH:16][cH:17][cH:18]1.[CH3:40][CH2:41][O:42][C:43]([CH3:44])=[O:45].[c:1]1([N:7]=[C:8]=[O:9])[cH:2][cH:3][cH:4][cH:5][cH:6]1>>[c:1]1([NH:7][C:8](=[O:9])[N:25]([CH2:24][C:23]([NH:22][c:14]2[c:13]([CH:11]([CH3:10])[CH3:12])[cH:18][cH:17][cH:16][c:15]2[CH:19]([CH3:20])[CH3:21])=[O:39])[CH:26]([c:27]2[cH:28][cH:29][cH:30][cH:31][cH:32]2)[c:33]2[cH:34][cH:35][cH:36][cH:37][cH:38]2)[cH:2][cH:3][cH:4][cH:5][cH:6]1. Reactants: [Si](C)(C)(C(C)(C)C)OCC=1C=C(C=CC1CO[Si](C)(C)C(C)(C)C)CCC=1C=C(C=CC1)/C(=C/C=C/C(C)(O)C)/C ((3E,5E)-6-{3-[2-(3,4-bis-(tert-butyldimethylsilanyloxymethyl)phenyl)ethyl]-phenyl}-2-methylhepta-3,5-dien-2-ol), [F-].C(CCC)[N+](CCCC)(CCCC)CCCC (tetrabutylammonium fluoride). Product: OCC=1C=C(C=CC1CO)CCC=1C=C(C=CC1)/C(=C/C=C/C(C)(O)C)/C ((3E,5E)-6-{3-[2-(3,4-bis-Hydroxymethylphenyl)ethyl]-phenyl}-2-methylhepta-3,5-dien-2-ol). Reaction SMILES: [Si]([O:8][CH2:9][C:10]1[CH:11]=[C:12]([CH2:25][CH2:26][C:27]2[CH:28]=[C:29](/[C:33](/[CH3:41])=[CH:34]/[CH:35]=[CH:36]/[C:37]([CH3:40])([OH:39])[CH3:38])[CH:30]=[CH:31][CH:32]=2)[CH:13]=[CH:14][C:15]=1[CH2:16][O:17][Si](C(C)(C)C)(C)C)(C(C)(C)C)(C)C.[F-].C([N+](CCCC)(CCCC)CCCC)CCC>>[OH:8][CH2:9][C:10]1[CH:11]=[C:12]([CH2:25][CH2:26][C:27]2[CH:28]=[C:29](/[C:33](/[CH3:41])=[CH:34]/[CH:35]=[CH:36]/[C:37]([CH3:40])([OH:39])[CH3:38])[CH:30]=[CH:31][CH:32]=2)[CH:13]=[CH:14][C:15]=1[CH2:16][OH:17] |f:1.2|. Procedure details: In a manner similar to Example 59(h), by reacting 410 mg (0.7 mmol) of (3E,5E)-6-{3-[2-(3,4-bis-(tert-butyldimethylsilanyloxymethyl)phenyl)ethyl]-phenyl}-2-methylhepta-3,5-dien-2-ol (prepared in a manner similar to Examples 53(a-g)) with 2 ml (2 mmol) of a tetrabutylammonium fluoride solution (1M in THF), a colourless oil is obtained (m=230 mg; Y=96%).